Task: describe an organic reaction: reactants, conditions, products, and yield. Dataset: the Open Reaction Database (ORD), a public repository of structured organic reaction records The reactants are CCC(CC)CBr, O=Cc1cccc2[nH]ccc12. Yields the product CCC(CC)Cn1ccc2c(C=O)cccc21. As a reaction SMILES: [Br:1][CH2:2][CH:3]([CH2:4][CH3:5])[CH2:6][CH3:7].[nH:8]1[cH:9][cH:10][c:11]2[c:12]([CH:17]=[O:18])[cH:13][cH:14][cH:15][c:16]12>>[CH2:2]([CH:3]([CH2:4][CH3:5])[CH2:6][CH3:7])[n:8]1[cH:9][cH:10][c:11]2[c:12]([CH:17]=[O:18])[cH:13][cH:14][cH:15][c:16]12. The reactants are Cl (HCl), COC(CC1(OCC(C2=C1NC1=C(C=CC=C21)CC)N)CC)=O (4-Amino-1,8-diethyl-1,3,4,9-tetrahydropyrano[3,4-b]indole-1-acetic Acid Methyl Ester), [O-]C#N.[K+] (potassium cyanate). The solvent is O (water), C(C)O (ethanol). Yields the product COC(CC1(OCC(C2=C1NC1=C(C=CC=C21)CC)NC(=O)N)CC)=O (4-[(Aminocarbonyl)amino]-1,8-diethyl-1,3,4,9-tetrahydropyrano[3,4-b]indole-1-acetic Acid Methyl Ester). The yield is 57.1%. As a reaction SMILES: [CH3:1][O:2][C:3](=[O:23])[CH2:4][C:5]1([CH2:21][CH3:22])[C:10]2[NH:11][C:12]3[C:17]([C:9]=2[CH:8]([NH2:20])[CH2:7][O:6]1)=[CH:16][CH:15]=[CH:14][C:13]=3[CH2:18][CH3:19].Cl.[O-:25][C:26]#[N:27].[K+]>C(O)C.O>[CH3:1][O:2][C:3](=[O:23])[CH2:4][C:5]1([CH2:21][CH3:22])[C:10]2[NH:11][C:12]3[C:17]([C:9]=2[CH:8]([NH:20][C:26]([NH2:27])=[O:25])[CH2:7][O:6]1)=[CH:16][CH:15]=[CH:14][C:13]=3[CH2:18][CH3:19] |f:2.3|. Reported procedure: To a solution of 4-amino-1,8-diethyl-1,3,4,9-tetrahydro[3,4-b]indole-1-acetic acid methyl ester 12 (prepared in Example 1) (1.10 g, 3.48 mmol) in ethanol (20 mL), stirred at room temperature under nitrogen, was added aqueous 1N HCl (6.96 mL) followed by potassium cyanate (0.565 g, 6.96 mmol) dissolved in a little water. After 2 hours the ethanol was removed in vacuo and the residue was extracted with ethyl acetate. Drying (MgSO4) and flash chromatography (1% MeOH in EtOAc eluent) afforded the pr... The reactants are C(=O)(OC(C)(C)C)NC=1SC=C(N1)C(=O)OCC (ethyl 2-[(N-Boc)amino]-4-thiazolecarboxylate), CC(C)C[AlH]CC(C)C (DIBAL-H). Run in C(Cl)Cl (CH2Cl2). Conditions: temperature -60 celsius, time 3 hour. Product: C(=O)(OC(C)(C)C)NC=1SC=C(N1)CO (2-[(N-Boc)amino]-4-hydroxymethylthiazole). RXN SMILES: [C:1]([NH:8][C:9]1[S:10][CH:11]=[C:12]([C:14](OCC)=[O:15])[N:13]=1)([O:3][C:4]([CH3:7])([CH3:6])[CH3:5])=[O:2].CC(C[AlH]CC(C)C)C>C(Cl)Cl>[C:1]([NH:8][C:9]1[S:10][CH:11]=[C:12]([CH2:14][OH:15])[N:13]=1)([O:3][C:4]([CH3:7])([CH3:6])[CH3:5])=[O:2]. Procedure details: A solution of ethyl 2-[(N-Boc)amino]-4-thiazolecarboxylate (1 mmole) in CH2Cl2 (10 mL) was cooled to −78° C., and treated with DIBAL-H (1M, 5 ML). The reaction was stirred at −60° C. for 3 h, and quenched with a suspension of NaF/H2O (1 g/1 mL). The resulting mixture was filtered and the filtrate was concentrated to give 2-[(N-Boc)amino]-4-hydroxymethylthiazole as a solid. Yields the product C(C)(=O)OCC1OC(OC1)(C)C (4-acetoxymethyl-2,2-dimethyl-1,3-dioxolane). The yield is 85.4%. Procedure: To a mixture of 4-hydroxymethyl-2,2-dimethyl-1,3-dioxolane (5.35 g) and pyridine (15.65 g) in dichloromethane (200 ml) was added acetic anhydride (20.56 g), and the mixture was stirred at ambient temperature for 12 hours. The mixture was poured into a mixture of water and ethyl acetate. The organic layer was separated, washed with saturated aqueous sodium hydrogen carbonate and brine successively, dried over magnesium sulfate, and evaporated in vacuo to give 4-acetoxymethyl-2,2-dimethyl-1,3-diox... The reactants are O (water), OCC1OC(OC1)(C)C (4-hydroxymethyl-2,2-dimethyl-1,3-dioxolane), N1=CC=CC=C1 (pyridine), C(C)(=O)OC(C)=O (acetic anhydride). Conditions: time 12 hour. Reaction SMILES: [OH:1][CH2:2][CH:3]1[CH2:7][O:6][C:5]([CH3:9])([CH3:8])[O:4]1.N1C=CC=CC=1.[C:16](OC(=O)C)(=[O:18])[CH3:17].O>ClCCl.C(OCC)(=O)C>[C:16]([O:1][CH2:2][CH:3]1[CH2:7][O:6][C:5]([CH3:9])([CH3:8])[O:4]1)(=[O:18])[CH3:17]. Solvent: C(C)(=O)OCC (ethyl acetate), ClCCl (dichloromethane). Starting materials: Cc1nc2ccc3ccc(CBr)cc3c2c(=O)[nH]1, CC(=O)O, CCO, CCOC(=O)CCC(C(=O)OCC)N1Cc2cc(N)ccc2C1=O, [Na+], O=C([O-])O, CN(C)C=O. Yields the product CCOC(=O)CCC(C(=O)OCC)N1Cc2cc(NCc3ccc4ccc5nc(C)[nH]c(=O)c5c4c3)ccc2C1=O. RXN SMILES: [Br:1][CH2:2][c:3]1[cH:4][cH:5][c:6]2[c:7]([c:8]3[c:9](=[O:17])[nH:10][c:11]([CH3:16])[n:12][c:13]3[cH:14][cH:15]2)[cH:18]1.[CH3:48][C:49](=[O:50])[OH:51].[CH3:57][CH2:58][OH:59].[NH2:19][c:20]1[cH:21][c:22]2[c:26]([cH:27][cH:28]1)[C:25](=[O:29])[N:24]([CH:30]([C:31](=[O:32])[O:33][CH2:34][CH3:35])[CH2:36][CH2:37][C:38](=[O:39])[O:40][CH2:41][CH3:42])[CH2:23]2.[Na+:47].[O-:43][C:44]([OH:45])=[O:46].[O:52]=[CH:53][N:54]([CH3:55])[CH3:56]>>[CH2:2]([c:3]1[cH:4][cH:5][c:6]2[c:7]([c:8]3[c:9](=[O:17])[nH:10][c:11]([CH3:16])[n:12][c:13]3[cH:14][cH:15]2)[cH:18]1)[NH:19][c:20]1[cH:21][c:22]2[c:26]([cH:27][cH:28]1)[C:25](=[O:29])[N:24]([CH:30]([C:31](=[O:32])[O:33][CH2:34][CH3:35])[CH2:36][CH2:37][C:38](=[O:39])[O:40][CH2:41][CH3:42])[CH2:23]2. As a reaction SMILES: [OH:1][CH:2]([CH3:31])[CH:3]([N:5]1[C:9](=[O:10])[N:8]([C:11]2[CH:16]=[CH:15][C:14]([N:17]3[CH2:22][CH2:21][N:20]([C:23]4[CH:28]=[CH:27][C:26]([O:29][CH3:30])=[CH:25][CH:24]=4)[CH2:19][CH2:18]3)=[CH:13][CH:12]=2)[CH:7]=[N:6]1)[CH3:4].[CH3:32][S:33](Cl)(=[O:35])=[O:34]>CN(C)C1C=CN=CC=1.C(Cl)Cl>[CH3:32][S:33]([O:1][CH:2]([CH3:31])[CH:3]([N:5]1[C:9](=[O:10])[N:8]([C:11]2[CH:12]=[CH:13][C:14]([N:17]3[CH2:18][CH2:19][N:20]([C:23]4[CH:24]=[CH:25][C:26]([O:29][CH3:30])=[CH:27][CH:28]=4)[CH2:21][CH2:22]3)=[CH:15][CH:16]=2)[CH:7]=[N:6]1)[CH3:4])(=[O:35])=[O:34]. The reactants are CS(=O)(=O)Cl (methanesulfonylchloride), OC(C(C)N1N=CN(C1=O)C1=CC=C(C=C1)N1CCN(CC1)C1=CC=C(C=C1)OC)C (2,4-dihydro-2-(2-hydroxy-1-methylpropyl)-4-[4-[4-(4-methoxyphenyl)-1-piperazinyl]phenyl]-3H-1,2,4-triazol-3-one), CS(=O)(=O)Cl (methanesulfonylchloride). The product is CS(=O)(=O)OC(C(C)N1N=CN(C1=O)C1=CC=C(C=C1)N1CCN(CC1)C1=CC=C(C=C1)OC)C (2,4-dihydro-2-(2-methanesulfonyloxy-1-methylpropyl)-4-[4-[4-(4-methoxyphenyl)-1-piperazinyl]phenyl]-3H-1,2,4-triazol-3-one). Reported procedure: N,N-dimethyl-4-pyridinamine (0.01062 mol) and intermediate 5a (0.00708 mol) were suspended in CH2Cl2 (50 ml). A solution of methanesulfonylchloride (0.01062 mol) in CH2Cl2 (30 ml) was added dropwise at room temperature. The mixture was stirred at room temperature for the weekend. N,N-dimethyl-4-pyridinamine (0.00352 mol) and methanesulfonylchloride (0.00358 mol) were added again. The mixture was stirred overnight, washed with water (2×100 ml), dried, filtered over decalite and the solvent was ev... Run in C(Cl)Cl (CH2Cl2), C(Cl)Cl (CH2Cl2). Reagents/catalysts: CN(C1=CC=NC=C1)C (N,N-dimethyl-4-pyridinamine), CN(C1=CC=NC=C1)C (N,N-dimethyl-4-pyridinamine). Starting materials: ClC(Cl)Cl, O=C(Cl)CCCCl, Nc1cc(N)c(Cl)cc1Cl, c1ccncc1. Product: Nc1cc(NC(=O)CCCCl)c(Cl)cc1Cl. As a reaction SMILES: [CH:24]([Cl:25])([Cl:26])[Cl:27].[Cl:1][CH2:2][CH2:3][CH2:4][C:5](=[O:6])[Cl:7].[NH2:8][c:9]1[cH:10][c:11]([NH2:17])[c:12]([Cl:16])[cH:13][c:14]1[Cl:15].[cH:18]1[cH:19][cH:20][n:21][cH:22][cH:23]1>>[Cl:1][CH2:2][CH2:3][CH2:4][C:5](=[O:6])[NH:17][c:11]1[cH:10][c:9]([NH2:8])[c:14]([Cl:15])[cH:13][c:12]1[Cl:16]. Reactants: C=C(C)c1cccc(C=O)c1, CCO, NNc1cc(N2CCOCC2)n2nc(-c3ccncc3)cc2n1. The product is C=C(C)c1cccc(C=NNc2cc(N3CCOCC3)n3nc(-c4ccncc4)cc3n2)c1. Reaction SMILES: [C:24](=[CH2:25])([CH3:26])[c:27]1[cH:28][c:29]([CH:30]=[O:31])[cH:32][cH:33][cH:34]1.[CH3:35][CH2:36][OH:37].[O:1]1[CH2:2][CH2:3][N:4]([c:7]2[cH:8][c:9]([NH:22][NH2:23])[n:10][c:11]3[n:12]2[n:13][c:14](-[c:16]2[cH:17][cH:18][n:19][cH:20][cH:21]2)[cH:15]3)[CH2:5][CH2:6]1>>[O:1]1[CH2:2][CH2:3][N:4]([c:7]2[cH:8][c:9]([NH:22][N:23]=[CH:30][c:29]3[cH:28][c:27]([C:24](=[CH2:25])[CH3:26])[cH:34][cH:33][cH:32]3)[n:10][c:11]3[n:12]2[n:13][c:14](-[c:16]2[cH:17][cH:18][n:19][cH:20][cH:21]2)[cH:15]3)[CH2:5][CH2:6]1. Starting materials: ClC1=NC=C(C=C1Cl)[Li] (2,3-dichloro-5-lithiopyridine), II (I2). Yields the product ClC1=NC=C(C=C1Cl)I (2,3-dichloro-5-iodopyridine). As a reaction SMILES: [Cl:1][C:2]1[C:7]([Cl:8])=[CH:6][C:5]([Li])=[CH:4][N:3]=1.[I:10]I>>[Cl:1][C:2]1[C:7]([Cl:8])=[CH:6][C:5]([I:10])=[CH:4][N:3]=1. Procedure: Briefly, in accordance with the present invention, 2,3-dichloro-5-iodopyridine is prepared by lithiating 5-bromo-2,3-dichloropyridine at a reduced temperature to form 2,3-dichloro-5-lithiopyridine. The 2,3-dichloro-5-lithiopyridine is then reacted with I2 at a reduced temperature to form 2,3-dichloro-5-iodopyridine. The resulting product is then extracted and recovered. 2,3-Dichloro-5-iodopyridine is in the form of a white solid and has a melting point of from 56.5° C. to 57.5° C. Yields the product FC=1C=CC2=C(CN3C(C(N2C)=O)CCC3)C1 (7-Fluoro-1,2,3,5,10,11a-hexahydro-10 -methyl-11 H-pyrrolo[2,1-c] [1,4] benzodiazepin-11-one). Reaction SMILES: [F:1][C:2]1[CH:3]=[CH:4][C:5]2[N:11]([CH3:12])[C:10](=[O:13])[CH:9]3[CH2:14][CH2:15][CH2:16][N:8]3[C:7](=O)[C:6]=2[CH:18]=1.B>>[F:1][C:2]1[CH:3]=[CH:4][C:5]2[N:11]([CH3:12])[C:10](=[O:13])[CH:9]3[CH2:14][CH2:15][CH2:16][N:8]3[CH2:7][C:6]=2[CH:18]=1. Procedure: When 7-fluoro-1,2,3,11a-tetrahydro-10-methyl-5 H-pyrrolo [2,1-c] [1,4] benzodiazepin- 5,11(10H)-dione (prepared from proline and 5-fluoro N-methylisatoic anhydride as described in Example 1) and borane are reacted as described in Example 1, the above compound is obtained. The reactants are FC=1C=CC2=C(C(N3C(C(N2C)=O)CCC3)=O)C1 (7-fluoro-1,2,3,11a-tetrahydro-10-methyl-5 H-pyrrolo [2,1-c] [1,4] benzodiazepin- 5,11(10H)-dione), B (borane).